From a dataset of the Open Reaction Database (ORD), a public repository of structured organic reaction records. describe an organic reaction: reactants, conditions, products, and yield The reactants are CCOC(=O)c1c(-c2cccc(F)c2)noc1C(C)C, C1CCOC1, [Li+], [OH-], O, O. Yields the product CC(C)c1onc(-c2cccc(F)c2)c1C(=O)O. Reaction SMILES: [CH2:1]([CH3:2])[O:3][C:4](=[O:5])[c:6]1[c:7](-[c:14]2[cH:15][c:16]([F:20])[cH:17][cH:18][cH:19]2)[n:8][o:9][c:10]1[CH:11]([CH3:12])[CH3:13].[CH2:24]1[O:25][CH2:26][CH2:27][CH2:28]1.[Li+:22].[OH-:21].[OH2:23].[OH2:29]>>[O:3]=[C:4]([OH:5])[c:6]1[c:7](-[c:14]2[cH:15][c:16]([F:20])[cH:17][cH:18][cH:19]2)[n:8][o:9][c:10]1[CH:11]([CH3:12])[CH3:13]. Starting materials: C1(=CC=CC=C1)C (Toluene), Cl (hydrochloric acid), CC1=C(OCC2=C(C=CC=C2)C(C(=O)NC)=NOC)C=C(C=C1)C (2-[2-(2,5-dimethylphenoxymethyl)phenyl]-2-methoxyimino-N-methylacetamide). Run in O (water). Conditions: temperature 80 celsius, time 2 hour. Yields the product CC1=C(OCC2=C(C=CC=C2)\C(\C(=O)NC)=N/OC)C=C(C=C1)C ((E)-2-[2-(2,5-dimethylphenoxymethyl)-phenyl]-2-methoxyimino-N-methylacetamide). The yield is 71.5%. RXN SMILES: C1(C)C=CC=CC=1.Cl.[CH3:9][C:10]1[CH:31]=[CH:30][C:29]([CH3:32])=[CH:28][C:11]=1[O:12][CH2:13][C:14]1[CH:19]=[CH:18][CH:17]=[CH:16][C:15]=1[C:20](=[N:25][O:26][CH3:27])[C:21]([NH:23][CH3:24])=[O:22]>O>[CH3:9][C:10]1[CH:31]=[CH:30][C:29]([CH3:32])=[CH:28][C:11]=1[O:12][CH2:13][C:14]1[CH:19]=[CH:18][CH:17]=[CH:16][C:15]=1/[C:20](=[N:25]\[O:26][CH3:27])/[C:21]([NH:23][CH3:24])=[O:22]. Procedure details: Toluene (3 ml) and conc. hydrochloric acid (0.61 g, 6 mmol) were added to 2-[2-(2,5-dimethylphenoxymethyl)phenyl]-2-methoxyimino-N-methylacetamide (0.98 g, E/Z=75/25), and the mixture was stirred at 80° C. for 2 hours. After completion of the reaction, water (150 ml) was added. The mixture was extracted with methylene chloride (50 ml) twice, dried over anhydrous magnesium sulfate and concentrated under reduced pressure to give crystals (1.01 g, E/Z=95/5). The crystals were recrystallized from to... Reactants: COc1ccc(O)cc1, C[Si](C)(C)[N-][Si](C)(C)C, CS(=O)(=O)c1ccc2c(Cl)c(C#N)sc2c1, [K+], CN(C)C=O. Product: COc1ccc(Oc2c(C#N)sc3cc(S(C)(=O)=O)ccc23)cc1. As a reaction SMILES: [CH3:11][O:12][c:13]1[cH:14][cH:15][c:16]([OH:19])[cH:17][cH:18]1.[CH3:2][Si:3]([N-:4][Si:5]([CH3:6])([CH3:7])[CH3:8])([CH3:9])[CH3:10].[Cl:20][c:21]1[c:22]2[c:23]([s:24][c:25]1[C:26]#[N:27])[cH:28][c:29]([S:32](=[O:33])(=[O:34])[CH3:35])[cH:30][cH:31]2.[K+:1].[O:36]=[CH:37][N:38]([CH3:39])[CH3:40]>>[CH3:11][O:12][c:13]1[cH:14][cH:15][c:16]([O:19][c:21]2[c:22]3[c:23]([s:24][c:25]2[C:26]#[N:27])[cH:28][c:29]([S:32](=[O:33])(=[O:34])[CH3:35])[cH:30][cH:31]3)[cH:17][cH:18]1. Product: COCCOc1ccnc(N)c1. RXN SMILES: [CH3:18][Si:19]([N-:22][Si:20]([CH3:21])([CH3:23])[CH3:24])([CH3:25])[CH3:26].[Cl:1][c:2]1[n:3][cH:4][cH:5][c:6]([O:8][CH2:9][CH2:10][O:11][CH3:12])[cH:7]1.[ClH:28].[Li+:27].[O:13]1[CH2:14][CH2:15][CH2:16][CH2:17]1.[O:31]=[C:32]([CH:33]=[CH:34][c:35]1[cH:36][cH:37][cH:38][cH:39][cH:40]1)[CH:41]=[CH:42][c:43]1[cH:44][cH:45][cH:46][cH:47][cH:48]1.[O:49]=[C:50]([CH:51]=[CH:52][c:53]1[cH:54][cH:55][cH:56][cH:57][cH:58]1)[CH:59]=[CH:60][c:61]1[cH:62][cH:63][cH:64][cH:65][cH:66]1.[O:67]=[C:68]([CH:69]=[CH:70][c:71]1[cH:72][cH:73][cH:74][cH:75][cH:76]1)[CH:77]=[CH:78][c:79]1[cH:80][cH:81][cH:82][cH:83][cH:84]1.[Pd:29].[Pd:30]>>[c:2]1([NH2:22])[n:3][cH:4][cH:5][c:6]([O:8][CH2:9][CH2:10][O:11][CH3:12])[cH:7]1. The reactants are C[Si](C)(C)[N-][Si](C)(C)C, COCCOc1ccnc(Cl)c1, Cl, [Li+], C1CCOC1, O=C(C=Cc1ccccc1)C=Cc1ccccc1, O=C(C=Cc1ccccc1)C=Cc1ccccc1, O=C(C=Cc1ccccc1)C=Cc1ccccc1, [Pd], [Pd]. Starting materials: CC(C(=O)OC)(COC1=CC=C(C=C1)C1=NC=C(C=C1)C=1N(C=C(N1)C(F)(F)F)COCC[Si](C)(C)C)C (methyl 2,2-dimethyl-3-(4-{5-[4-(trifluoromethyl)-1-{[2-(trimethylsilyl)ethoxy]methyl}-1H-imidazol-2-yl]pyridin-2-yl}phenoxy)propanoate). Run in FC(C(=O)O)(F)F (trifluoroacetic acid), O (water). Run at time 8 hour. Product: CC(C(=O)OC)(COC1=CC=C(C=C1)C1=NC=C(C=C1)C=1NC(=CN1)C(F)(F)F)C (methyl 2,2-dimethyl-3-(4-{5-[5-(trifluoromethyl)-1H-imidazol-2-yl]pyridin-2-yl}phenoxy)-propanoate). Yield: 78.2%. As a reaction SMILES: [CH3:1][C:2]([CH3:38])([CH2:7][O:8][C:9]1[CH:14]=[CH:13][C:12]([C:15]2[CH:20]=[CH:19][C:18]([C:21]3[N:22](COCC[Si](C)(C)C)[CH:23]=[C:24]([C:26]([F:29])([F:28])[F:27])[N:25]=3)=[CH:17][N:16]=2)=[CH:11][CH:10]=1)[C:3]([O:5][CH3:6])=[O:4]>FC(F)(F)C(O)=O.O>[CH3:1][C:2]([CH3:38])([CH2:7][O:8][C:9]1[CH:10]=[CH:11][C:12]([C:15]2[CH:20]=[CH:19][C:18]([C:21]3[NH:25][C:24]([C:26]([F:28])([F:27])[F:29])=[CH:23][N:22]=3)=[CH:17][N:16]=2)=[CH:13][CH:14]=1)[C:3]([O:5][CH3:6])=[O:4]. Procedure details: In trifluoroacetic acid (2.9 mL) and water (0.3 mL) was dissolved methyl 2,2-dimethyl-3-(4-{5-[4-(trifluoromethyl)-1-{[2-(trimethylsilyl)ethoxy]methyl}-1H-imidazol-2-yl]pyridin-2-yl}phenoxy)propanoate (144 mg) under ice-cooling, and the mixture was stirred at room temperature overnight. To the residue obtained by concentrating the reaction mixture under reduced pressure were added chloroform and a saturated aqueous sodium bicarbonate solution. The formed insoluble material was dissolved in metha... Reagents/catalysts: Cl[Pd]([P](C1=CC=CC=C1)(C2=CC=CC=C2)C3=CC=CC=C3)([P](C4=CC=CC=C4)(C5=CC=CC=C5)C6=CC=CC=C6)Cl (PdCl2(PPh3)2), [Cl-].[Cl-].[Zn+2] (ZnCl2). As a reaction SMILES: [CH3:1][C:2]1[CH:3]=[CH:4][C:5]2[O:9][CH:8]=[N:7][C:6]=2[CH:10]=1.C([Li])CCC.Br[C:17]1[CH:25]=[CH:24][C:20]([CH2:21][C:22]#[N:23])=[C:19]([F:26])[CH:18]=1>C1COCC1.[Cl-].[Cl-].[Zn+2].Cl[Pd](Cl)([P](C1C=CC=CC=1)(C1C=CC=CC=1)C1C=CC=CC=1)[P](C1C=CC=CC=1)(C1C=CC=CC=1)C1C=CC=CC=1>[F:26][C:19]1[CH:18]=[C:17]([C:8]2[O:9][C:5]3[CH:4]=[CH:3][C:2]([CH3:1])=[CH:10][C:6]=3[N:7]=2)[CH:25]=[CH:24][C:20]=1[CH2:21][C:22]#[N:23] |f:4.5.6,^1:37,56|. Run in hexanes, C1CCOC1 (THF), C1CCOC1 (THF). Procedure: To a stirred solution of 5-methylbenzoxazole (173 mg, 1.3 mmol) in THP (5 mL) at −78° C. was added n-Butyllithium (640 μL, 2.5M in hexanes, 1.6 mmol). The reaction mixture was stirred for 15 min at −78° C. followed by the addition of ZnCl2 (3.9 mL, 1M in Et2O, 3.9 mmol) via a syringe. The reaction mixture was warmed at 0° C. for 1 h and a solution of 4-bromo-2-fluoro benzyl cyanide (214 mg, 1.0 mmol) in THF (2 mL) was added, along with Pd0 (a fresh suspension prepared as follows: 200 μL n-Butyll... Reactants: C(CCC)[Li] (n-Butyllithium), CC=1C=CC2=C(N=CO2)C1 (5-methylbenzoxazole), C(CCC)[Li] (n-Butyllithium), BrC1=CC(=C(CC#N)C=C1)F (4-bromo-2-fluoro benzyl cyanide). Reaction conditions: temperature -78 celsius, time 15 minute. Product: FC1=C(C=CC(=C1)C=1OC2=C(N1)C=C(C=C2)C)CC#N ([2-fluoro-4-(5-methyl-1,3-benzoxazol-2-yl)phenyl]acetonitrile).